Dataset: the Open Reaction Database (ORD), a public repository of structured organic reaction records. Task: describe an organic reaction: reactants, conditions, products, and yield Starting materials: [O-]CC.[Na+] (sodium ethoxide), C1(=CC=CC=C1)NC(C1=CC=CC=C1)=S (N-phenylthiobenzamide), C(C)O (ethanol), ICC (iodoethane), C(C)O (ethanol). Run in ClCCl (dichloromethane). Reaction conditions: time 1 hour. Product: C(C)SC(=NC1=CC=CC=C1)C1=CC=CC=C1 (N-[(ethylsulfanyl)phenylmethylidene]aniline). Reaction SMILES: [O-][CH2:2][CH3:3].[Na+].[C:5]1([NH:11][C:12](=[S:19])[C:13]2[CH:18]=[CH:17][CH:16]=[CH:15][CH:14]=2)[CH:10]=[CH:9][CH:8]=[CH:7][CH:6]=1.C(O)C.ICC>ClCCl>[CH2:2]([S:19][C:12]([C:13]1[CH:18]=[CH:17][CH:16]=[CH:15][CH:14]=1)=[N:11][C:5]1[CH:6]=[CH:7][CH:8]=[CH:9][CH:10]=1)[CH3:3] |f:0.1|. Procedure: First, 3.2 g of sodium ethoxide, 10 g of N-phenylthiobenzamide, and 60 mL of ethanol were put in a 300 mL three-neck flask, and stirred at room temperature for 1 hour. Then, 3.7 mL of iodoethane was added to this mixture, and the mixture was heated and stirred at 60° C. for 6 hours to be reacted. After the reaction, ethanol was distilled off under a reduced pressure to give an oily substance. This oily substance was dissolved in dichloromethane, and washed with water and then a saturated aqueous... The reactants are O (water), C(C)(C)(C)OC(=O)N1CCN(CC1)C1=CC(=C(C=C1)\C=C\C1=NNC2=CC=CC=C12)[N+](=O)[O-] ((E)-4-{4-[2-(1H-indazol-3-yl)vinyl]-3-nitrophenyl}piperazine-1-carboxylic acid tert-butyl ester), O (water). The reagents and catalysts are [Fe] (iron). Run in C(C)O (ethanol). Run at temperature 40 celsius, time 1 hour. The product is C(C)(C)(C)OC(=O)N1CCN(CC1)C1=CC(=C(C=C1)\C=C\C1=NNC2=CC=CC=C12)N ((E)-4-{3-amino-4-[2-(1H-indazol-3-yl)vinyl]phenyl}piperazine-1-carboxylic acid tert-butyl ester). Isolated yield 33.4%. As a reaction SMILES: [C:1]([O:5][C:6]([N:8]1[CH2:13][CH2:12][N:11]([C:14]2[CH:19]=[CH:18][C:17](/[CH:20]=[CH:21]/[C:22]3[C:30]4[C:25](=[CH:26][CH:27]=[CH:28][CH:29]=4)[NH:24][N:23]=3)=[C:16]([N+:31]([O-])=O)[CH:15]=2)[CH2:10][CH2:9]1)=[O:7])([CH3:4])([CH3:3])[CH3:2].O>C(O)C.[Fe]>[C:1]([O:5][C:6]([N:8]1[CH2:9][CH2:10][N:11]([C:14]2[CH:19]=[CH:18][C:17](/[CH:20]=[CH:21]/[C:22]3[C:30]4[C:25](=[CH:26][CH:27]=[CH:28][CH:29]=4)[NH:24][N:23]=3)=[C:16]([NH2:31])[CH:15]=2)[CH2:12][CH2:13]1)=[O:7])([CH3:4])([CH3:2])[CH3:3]. Procedure: (E)-4-{4-[2-(1H-indazol-3-yl)vinyl]-3-nitrophenyl}piperazine-1-carboxylic acid tert-butyl ester (0.20 g, 0.45 mmol) obtained in Step 2 was dissolved in ethanol (1.0 mL), and the solution was added with iron (0.50 g, 8.9 mmol) and water (1.0 mL) under ice-cooling, followed by stirring at 40° C. for 1 hour. To the reaction mixture under ice-cooling, water was added and the mixture was neutralized. Then, the mixture was filtered. The filtrate was added with saturated aqueous sodium hydrogencarbonat... Reactants: BrC1=CC=C(C=C1)/C(=C(/CO)\C)/C ((E)-3-(4-bromophenyl)-2-methyl-but-2-en-1-ol), C(C)O[C@H](C(=O)OCC)CC1=CC=C(C=C1)O ((S)-ethyl 2-ethoxy-3-(4-hydroxyphenyl)-propionate). Yields the product BrC1=CC=C(C=C1)\C(=C(/C(=O)OCC)\C)\C ((Z)-Ethyl 3-(4-bromophenyl)-2-methyl-but-2-enoate). The yield is 141.6%. As a reaction SMILES: [Br:1][C:2]1[CH:7]=[CH:6][C:5](/[C:8](/[CH3:13])=[C:9](\[CH3:12])/[CH2:10][OH:11])=[CH:4][CH:3]=1.[CH2:14]([O:16][C@@H](CC1C=CC(O)=CC=1)C(OCC)=O)[CH3:15]>>[Br:1][C:2]1[CH:3]=[CH:4][C:5](/[C:8](/[CH3:13])=[C:9](/[CH3:12])\[C:10]([O:16][CH2:14][CH3:15])=[O:11])=[CH:6][CH:7]=1. Procedure: The title compound (0.83 g, 87% yield) was prepared from (E)-3-(4-bromophenyl)-2-methyl-but-2-en-1-ol (0.50 g, 2.07 mmol) and (S)-ethyl 2-ethoxy-3-(4-hydroxyphenyl)-propionate (0.519 g, 2.18 mmol) by a procedure analogous to that described in example 52c. The reactants are BrC=1SC(=C(N1)C(NC=1C=NN(C1[C@H]1OC[C@@H]([C@@H](CC1)NC(=O)OC(C)(C)C)F)C)=O)NC(OC(C)(C)C)=O (tert-butyl N-[2-bromo-4-[[5-[(2S,5R,6R)-5-(tert-butoxycarbonylamino)-6-fluoro-oxepan-2-yl]-1-methyl-pyrazol-4-yl]carbamoyl]thiazol-5-yl]carbamate), BrC=1SC(=C(N1)C(NC=1C=NN(C1[C@H]1OC[C@@H]([C@@H](CC1)NC(=O)OC(C)(C)C)F)C)=O)NC(OC(C)(C)C)=O (tert-butyl N-[2-bromo-4-[[5-[(2S,5R,6R)-5-(tert-butoxycarbonylamino)-6-fluoro-oxepan-2-yl]-1-methyl-pyrazol-4-yl]carbamoyl]thiazol-5-yl]carbamate), FC=1C(=C(C=CC1)B(O)O)C(F)(F)F ((3-fluoro-2-(trifluoromethyl)phenyl)boronic acid). Yields the product NC1=C(N=C(S1)C1=C(C(=CC=C1)F)C(F)(F)F)C(=O)NC=1C=NN(C1[C@H]1OC[C@@H]([C@@H](CC1)N)F)C (5-amino-N-(5-((2S,5R,6R)-5-amino-6-fluorooxepan-2-yl)-1-methyl-1H-pyrazol-4-yl)-2-(3-fluoro-2-(trifluoromethyl)phenyl)thiazole-4-carboxamide). As a reaction SMILES: Br[C:2]1[S:3][C:4]([NH:32]C(=O)OC(C)(C)C)=[C:5]([C:7](=[O:31])[NH:8][C:9]2[CH:10]=[N:11][N:12]([CH3:30])[C:13]=2[C@@H:14]2[CH2:20][CH2:19][C@@H:18]([NH:21]C(OC(C)(C)C)=O)[C@@H:17]([F:29])[CH2:16][O:15]2)[N:6]=1.[F:40][C:41]1[C:42]([C:50]([F:53])([F:52])[F:51])=[C:43](B(O)O)[CH:44]=[CH:45][CH:46]=1>>[NH2:32][C:4]1[S:3][C:2]([C:43]2[CH:44]=[CH:45][CH:46]=[C:41]([F:40])[C:42]=2[C:50]([F:51])([F:53])[F:52])=[N:6][C:5]=1[C:7]([NH:8][C:9]1[CH:10]=[N:11][N:12]([CH3:30])[C:13]=1[C@@H:14]1[CH2:20][CH2:19][C@@H:18]([NH2:21])[C@@H:17]([F:29])[CH2:16][O:15]1)=[O:31]. Procedure: Following the procedure for Example 101 starting from tert-butyl N-[2-bromo-4-[[5-[(2S,5R,6R)-5-(tert-butoxycarbonylamino)-6-fluoro-oxepan-2-yl]-1-methyl-pyrazol-4-yl]carbamoyl]thiazol-5-yl]carbamate (Intermediate 88), and replacing 3,6-dihydro-2H-pyran-4-boronic acid pinacol ester with (3-fluoro-2-(trifluoromethyl)phenyl)boronic acid gave 267. 1H NMR (400 MHz, DMSO-d6) δ 9.25 (s, 1H), 7.87-7.76 (m, 2H), 7.66-7.50 (m, 2H), 7.44 (s, 2H), 4.90 (dd, J=7.6, 3.8 Hz, 1H), 4.82-4.50 (m, 1H), 3.95-3.75 ... The reactants are CO (MeOH), crude product, CC(=O)O[C@H]1CC[C@@H]2[C@@]1(CC[C@H]3[C@H]2CCC4=CC(=C(C=C34)O)O)C (2-hydroxyestradiol 17-acetate), Cl (HCl), C(=O)(O)[O-].[Na+] (NaHCO3). The solvent is CCOC(=O)C (AcOEt), O (water). Product: 2-acetylestradiol 17-acetate, C[C@]12CC[C@@H]3C=4C=C(C(=CC4CC[C@H]3[C@@H]1CC[C@@H]2O)O)O (2-Hydroxyestradiol). RXN SMILES: CC([O:4][C@@H:5]1[C@@:9]2([CH3:24])[CH2:10][CH2:11][C@@H:12]3[C:21]4[C:16](=[CH:17][C:18]([OH:23])=[C:19]([OH:22])[CH:20]=4)[CH2:15][CH2:14][C@H:13]3[C@@H:8]2[CH2:7][CH2:6]1)=O.CO.Cl.C([O-])(O)=O.[Na+]>CCOC(C)=O.O>[CH3:24][C@@:9]12[C@@H:5]([OH:4])[CH2:6][CH2:7][C@H:8]1[C@H:13]1[C@@H:12]([C:21]3[CH:20]=[C:19]([OH:22])[C:18]([OH:23])=[CH:17][C:16]=3[CH2:15][CH2:14]1)[CH2:11][CH2:10]2 |f:3.4|. Procedure: To the crude product (100 g) of 2-hydroxyestradiol 17-acetate obtained by the process described in Example 3-a, MeOH (3600 ml) and concentrated HCl (400 ml) were added, and the solution was refluxed for 1 hour. After the reaction mixture was cooled, water and AcOEt were added to it and the solution was neutralized by addition of NaHCO3, and extracted with AcOEt. The organic layer was washed with brine, and dried over anhydrous Na2SO4, and then evaporated in vacuo to obtain a crude product (68.7 ... The reactants are CN(C)C=CC#N, CN(C)C=O, ClCCCl, [Na+], [OH-], O=P(Cl)(Cl)Cl. As a reaction SMILES: [CH3:11][N:12]([CH:13]=[CH:14][C:15]#[N:16])[CH3:17].[CH3:1][N:2]([CH:3]=[O:4])[CH3:5].[Cl:20][CH2:21][CH2:22][Cl:23].[Na+:19].[OH-:18].[P:6]([Cl:7])([Cl:8])([Cl:9])=[O:10]>>[CH:3](=[O:4])[C:14](=[CH:13][N:12]([CH3:11])[CH3:17])[C:15]#[N:16]. The product is CN(C)C=C(C#N)C=O.